From a dataset of the Open Reaction Database (ORD), a public repository of structured organic reaction records. describe an organic reaction: reactants, conditions, products, and yield Starting materials: CC(=O)OC(C)CCCCn1c(=O)c2c(ncn2C)n(Cc2ccco2)c1=O, C1COCCO1, CO, Cl. Yields the product CC(O)CCCCn1c(=O)c2c(ncn2C)n(Cc2ccco2)c1=O. As a reaction SMILES: [C:1](=[O:2])([CH3:3])[O:4][CH:5]([CH2:6][CH2:7][CH2:8][CH2:9][n:10]1[c:11](=[O:12])[n:13]([CH2:22][c:23]2[o:24][cH:25][cH:26][cH:27]2)[c:14]2[n:15][cH:16][n:17]([CH3:21])[c:18]2[c:19]1=[O:20])[CH3:28].[CH2:30]1[O:31][CH2:32][CH2:33][O:34][CH2:35]1.[CH3:36][OH:37].[ClH:29]>>[OH:4][CH:5]([CH2:6][CH2:7][CH2:8][CH2:9][n:10]1[c:11](=[O:12])[n:13]([CH2:22][c:23]2[o:24][cH:25][cH:26][cH:27]2)[c:14]2[n:15][cH:16][n:17]([CH3:21])[c:18]2[c:19]1=[O:20])[CH3:28]. The reactants are CC(C)O, CC(=O)O, CCOC(=O)c1c[nH]c2c(Cl)ccc(C(F)(F)F)c2c1=O, [Na+], [OH-], O. The product is O=C(O)c1c[nH]c2c(Cl)ccc(C(F)(F)F)c2c1=O. As a reaction SMILES: [CH3:22][CH:23]([OH:24])[CH3:25].[CH3:28][C:29](=[O:30])[OH:31].[Cl:1][c:2]1[cH:3][cH:4][c:5]([C:18]([F:19])([F:20])[F:21])[c:6]2[c:7](=[O:17])[c:8]([C:12](=[O:13])[O:14][CH2:15][CH3:16])[cH:9][nH:10][c:11]12.[Na+:27].[OH-:26].[OH2:32]>>[Cl:1][c:2]1[cH:3][cH:4][c:5]([C:18]([F:19])([F:20])[F:21])[c:6]2[c:7](=[O:17])[c:8]([C:12](=[O:13])[OH:14])[cH:9][nH:10][c:11]12. Reactants: ClC=1C=C(N)C=CC1I (3-chloro-4-iodo-aniline), C1(=CC=CC=C1)[As](C1=CC=CC=C1)C1=CC=CC=C1 (triphenyl arsine), tris(dibenzylideneacetone)palladium(0), C(CCC)C(=C(CCCC)CCCC)[Sn] (tributylvinyltin). Run in O1CCCC1 (tetrahydrofuran). Conditions: temperature 50 celsius, time 15 hour. The product is ClC=1C=C(C=CC1C=C)N (3-Chloro-4-vinyl-phenylamine). RXN SMILES: [Cl:1][C:2]1[CH:3]=[C:4]([CH:6]=[CH:7][C:8]=1I)[NH2:5].[C:10]1([As](C2C=CC=CC=2)C2C=CC=CC=2)C=CC=C[CH:11]=1.C(C([Sn])=C(CCCC)CCCC)CCC>O1CCCC1>[Cl:1][C:2]1[CH:3]=[C:4]([NH2:5])[CH:6]=[CH:7][C:8]=1[CH:10]=[CH2:11] |^1:30|. Procedure details: To a deoxygenated solution of 3-chloro-4-iodo-aniline (6.95 g), triphenyl arsine (0.67 g), and tris(dibenzylideneacetone)palladium(0) (0.50 g) in tetrahydrofuran (120 mL) at 50° C. is added tributylvinyltin (10 g) and the mixture is stirred for approximately 15 hours at 50° C. under an atmosphere of argon. The reaction is then cooled, filtered through diatomaceous earth, and the filtrate is evaporated to dryness under reduced pressure. The residue is dissolved in hexanes and then extracted three... Procedure: A solution of 3-amino-6-chloro-2-hydroxybenzenesulfonamide (200 mg, 0.90 mmol) and cyclopentyl isocyanate (100 mg, 0.90 mmol) in 1.5 mL of N,N-dimethyl-formamide was stirred at room temperature for 20 hours. Purification upon column chromatograph on silica gel, eluting with ethyl acetate/hexane (20/80, v/v), followed by recrystallization from diethyl ether and hexane, gave the desired product (130 mg, 43%). LC-MS (m/z) 334.2 (M+). The reactants are NC=1C(=C(C(=CC1)Cl)S(=O)(=O)N)O (3-amino-6-chloro-2-hydroxybenzenesulfonamide), C1(CCCC1)N=C=O (cyclopentyl isocyanate). The solvent is CN(C=O)C (N,N-dimethyl-formamide). As a reaction SMILES: [NH2:1][C:2]1[C:3]([OH:13])=[C:4]([S:9]([NH2:12])(=[O:11])=[O:10])[C:5]([Cl:8])=[CH:6][CH:7]=1.[CH:14]1([N:19]=[C:20]=[O:21])[CH2:18][CH2:17][CH2:16][CH2:15]1>CN(C)C=O>[NH2:12][S:9]([C:4]1[C:3]([OH:13])=[C:2]([NH:1][C:20]([NH:19][CH:14]2[CH2:18][CH2:17][CH2:16][CH2:15]2)=[O:21])[CH:7]=[CH:6][C:5]=1[Cl:8])(=[O:11])=[O:10]. Isolated yield 43.3%. Product: NS(=O)(=O)C=1C(=C(C=CC1Cl)NC(=O)NC1CCCC1)O (N-(3-aminosulfonyl-4-chloro-2-hydroxyphenyl)-N′-cyclopentyl urea). Procedure: Using 4-{[1-benzothiophen-2-yl(cyclohexyl)methyl]amino}benzoic acid (250 mg) synthesized above and ethyl 3-(methylamino)propanoate (108 mg) and in the same manner as in Example A1(4), the title object compound (277 mg, 90%) was obtained as a white solid. Starting materials: S1C(=CC2=C1C=CC=C2)C(C2CCCCC2)NC2=CC=C(C(=O)O)C=C2 (4-{[1-benzothiophen-2-yl(cyclohexyl)methyl]amino}benzoic acid), CNCCC(=O)OCC (ethyl 3-(methylamino)propanoate), compound. Product: S1C(=CC2=C1C=CC=C2)C(C2CCCCC2)NC2=CC=C(C=C2)C(=O)N(CCC(=O)O)C (3-{[(4-{[1-benzothiophen-2-yl(cyclohexyl)methyl]amino}phenyl)carbonyl](methyl)amino}-propanoic acid). RXN SMILES: [S:1]1[C:5]2[CH:6]=[CH:7][CH:8]=[CH:9][C:4]=2[CH:3]=[C:2]1[CH:10]([NH:17][C:18]1[CH:26]=[CH:25][C:21]([C:22](O)=[O:23])=[CH:20][CH:19]=1)[CH:11]1[CH2:16][CH2:15][CH2:14][CH2:13][CH2:12]1.[CH3:27][NH:28][CH2:29][CH2:30][C:31]([O:33]CC)=[O:32]>>[S:1]1[C:5]2[CH:6]=[CH:7][CH:8]=[CH:9][C:4]=2[CH:3]=[C:2]1[CH:10]([NH:17][C:18]1[CH:19]=[CH:20][C:21]([C:22]([N:28]([CH3:27])[CH2:29][CH2:30][C:31]([OH:33])=[O:32])=[O:23])=[CH:25][CH:26]=1)[CH:11]1[CH2:12][CH2:13][CH2:14][CH2:15][CH2:16]1. Yields the product C(C(=O)O)(=O)O.S1C2=C(C=C1)C=C(C=C2)CCOCCN(C(CO)C)C (2-[[2-(2-benzo[b]thiophen-5-ylethoxy)ethyl](methyl)amino]-1-propanol oxalate). Reactants: CC(=O)C (acetone), S1C2=C(C=C1)C=C(C=C2)CCOCCN(C(CO)C)C (2-{[2-(2-benzo[b]thiophen-5-ylethoxy)ethyl]-(methyl)amino}-1-propanol), solution, C(C(=O)O)(=O)O (oxalic acid). The solvent is C(C)(=O)OCC (ethyl acetate), C(C)(=O)OCC (ethyl acetate). Run at time 3.5 hour. Procedure details: In 0.9 mL of ethyl acetate is dissolved 0.18 g of 2-{[2-(2-benzo[b]thiophen-5-ylethoxy)ethyl]-(methyl)amino}-1-propanol, to which is added 2 mL of a solution of 0.055 g of oxalic acid in ethyl acetate. Then, 1 ml of acetone is added, and the resulting mixture is stirred at ambient temperature for 3.5 hours. The deposited crystal is collected by filtration, washed with ethyl acetate and dried to obtain 0.23 g of 2-[[2-(2-benzo[b]thiophen-5-ylethoxy)ethyl](methyl)amino]-1-propanol oxalate. Reaction SMILES: [S:1]1[CH:5]=[CH:4][C:3]2[CH:6]=[C:7]([CH2:10][CH2:11][O:12][CH2:13][CH2:14][N:15]([CH3:20])[CH:16]([CH3:19])[CH2:17][OH:18])[CH:8]=[CH:9][C:2]1=2.[C:21]([OH:26])(=[O:25])[C:22]([OH:24])=[O:23].CC(C)=O>C(OCC)(=O)C>[C:21]([OH:26])(=[O:25])[C:22]([OH:24])=[O:23].[S:1]1[CH:5]=[CH:4][C:3]2[CH:6]=[C:7]([CH2:10][CH2:11][O:12][CH2:13][CH2:14][N:15]([CH3:20])[CH:16]([CH3:19])[CH2:17][OH:18])[CH:8]=[CH:9][C:2]1=2 |f:4.5|. The yield is 98.2%. The reactants are C(C)(C)(C)OC(=O)N1CC(C(CC1)C1=CC=C(C=C1)OCCCOCC1=C(C=CC=C1)OC)OCC1=CC=C2CCCN(C2=C1)CC(=O)OCC ((3RS,4RS)-3-(1-ethoxycarbonylmethyl-1,2,3,4-tetrahydro-quinolin-7-ylmethoxy)-4-[4-[3-(2-methoxy-benzyloxy)-propoxy]-phenyl]-piperidine-1-carboxylic acid tert-butyl ester). Reagents/catalysts: [Br-].[Zn+2].[Br-] (zinc bromide). Run in ClC(C)Cl (dichloroethane). Product: C(C)OC(CN1CCCC2=CC=C(C=C12)COC1CNCCC1C1=CC=C(C=C1)OCCCOCC1=C(C=CC=C1)OC)=O ((3RS,4RS)-[7-(4-[4-[3-(2-methoxy-benzyloxy)-propoxy]-phenyl]-piperidin-3-yloxymethyl)-3,4-dihydro-2H-quinolin-1-yl]-acetic acid ethyl ester). RXN SMILES: C(OC([N:8]1[CH2:13][CH2:12][CH:11]([C:14]2[CH:19]=[CH:18][C:17]([O:20][CH2:21][CH2:22][CH2:23][O:24][CH2:25][C:26]3[CH:31]=[CH:30][CH:29]=[CH:28][C:27]=3[O:32][CH3:33])=[CH:16][CH:15]=2)[CH:10]([O:34][CH2:35][C:36]2[CH:45]=[C:44]3[C:39]([CH2:40][CH2:41][CH2:42][N:43]3[CH2:46][C:47]([O:49][CH2:50][CH3:51])=[O:48])=[CH:38][CH:37]=2)[CH2:9]1)=O)(C)(C)C>ClC(Cl)C.[Br-].[Zn+2].[Br-]>[CH2:50]([O:49][C:47](=[O:48])[CH2:46][N:43]1[C:44]2[C:39](=[CH:38][CH:37]=[C:36]([CH2:35][O:34][CH:10]3[CH:11]([C:14]4[CH:15]=[CH:16][C:17]([O:20][CH2:21][CH2:22][CH2:23][O:24][CH2:25][C:26]5[CH:31]=[CH:30][CH:29]=[CH:28][C:27]=5[O:32][CH3:33])=[CH:18][CH:19]=4)[CH2:12][CH2:13][NH:8][CH2:9]3)[CH:45]=2)[CH2:40][CH2:41][CH2:42]1)[CH3:51] |f:2.3.4|. Reported procedure: In analogy to the procedure described in example 1(e), the (3RS,4RS)-3-(1-ethoxycarbonylmethyl-1,2,3,4-tetrahydro-quinolin-7-ylmethoxy)-4-[4-[3-(2-methoxy-benzyloxy)-propoxy]-phenyl]-piperidine-1-carboxylic acid tert-butyl ester was deprotected with zinc bromide in dichloroethane to yield the (3RS,4RS)-[7-(4-[4-[3-(2-methoxy-benzyloxy)-propoxy]-phenyl]-piperidin-3-yloxymethyl)-3,4-dihydro-2H-quinolin-1-yl]-acetic acid ethyl ester as a yellow oil; MS: 603 (M+H)+. Reactants: [Li]CCCC, CCc1noc(C)c1C(=O)NC, CCCCCC, O=Cc1ccccc1, C1CCOC1. The product is CCc1noc(CC(O)c2ccccc2)c1C(=O)NC. Reaction SMILES: [CH2:13]([Li:14])[CH2:15][CH2:16][CH3:17].[CH2:1]([CH3:2])[c:3]1[n:4][o:5][c:6]([CH3:12])[c:7]1[C:8](=[O:9])[NH:10][CH3:11].[CH3:18][CH2:19][CH2:20][CH2:21][CH2:22][CH3:23].[CH:24](=[O:25])[c:26]1[cH:27][cH:28][cH:29][cH:30][cH:31]1.[O:32]1[CH2:33][CH2:34][CH2:35][CH2:36]1>>[CH2:1]([CH3:2])[c:3]1[n:4][o:5][c:6]([CH2:12][CH:24]([OH:25])[c:26]2[cH:27][cH:28][cH:29][cH:30][cH:31]2)[c:7]1[C:8](=[O:9])[NH:10][CH3:11]. Starting materials: [BH4-].[Na+] (sodium borohydride), C(C)(=O)O[C@H]1C[C@@H](O[C@@H]1C=CC(=O)OC)N1C(=O)NC(=O)C(C)=C1 (3'-O-acetyl-5'-carbomethoxymethylene-5'-deoxythymidine). The solvent is C(C)(C)O (isopropanol). The product is C(C)(=O)O[C@H]1C[C@@H](O[C@@H]1CCC(=O)OC)N1C(=O)NC(=O)C(C)=C1 (3'-O-acetyl-5'-carbomethoxymethyl-5'-deoxythymidine). As a reaction SMILES: [BH4-].[Na+].[C:3]([O:6][C@@H:7]1[C@@H:11]([CH:12]=[CH:13][C:14]([O:16][CH3:17])=[O:15])[O:10][C@@H:9]([N:18]2[CH:26]=[C:24]([CH3:25])[C:22](=[O:23])[NH:21][C:19]2=[O:20])[CH2:8]1)(=[O:5])[CH3:4]>C(O)(C)C>[C:3]([O:6][C@@H:7]1[C@@H:11]([CH2:12][CH2:13][C:14]([O:16][CH3:17])=[O:15])[O:10][C@@H:9]([N:18]2[CH:26]=[C:24]([CH3:25])[C:22](=[O:23])[NH:21][C:19]2=[O:20])[CH2:8]1)(=[O:5])[CH3:4] |f:0.1|. Reported procedure: About 0.39 g sodium borohydride was added to a cold (ice bath) stirred, mixture of 3.17 g of 3'-O-acetyl-5'-carbomethoxymethylene-5'-deoxythymidine in 95 ml isopropanol. The mixture was stirred at 0° C. under nitrogen atmosphere for half an hour, then at room temperature for an additional four and one half hours. RXN SMILES: [N:1]1[C:10]2[C:5](=[CH:6][C:7]([C:11]([OH:13])=O)=[CH:8][CH:9]=2)[CH:4]=[CH:3][CH:2]=1.[NH2:14][C:15]1[CH:16]=[C:17]([NH:22][C:23](=[O:33])[C:24]2[CH:29]=[CH:28][CH:27]=[C:26]([N:30]([CH3:32])[CH3:31])[CH:25]=2)[CH:18]=[CH:19][C:20]=1[CH3:21].C(N(C(C)C)CC)(C)C>CN(C=O)C>[CH3:32][N:30]([CH3:31])[C:26]1[CH:25]=[C:24]([CH:29]=[CH:28][CH:27]=1)[C:23]([NH:22][C:17]1[CH:18]=[CH:19][C:20]([CH3:21])=[C:15]([NH:14][C:11]([C:7]2[CH:6]=[C:5]3[C:10](=[CH:9][CH:8]=2)[N:1]=[CH:2][CH:3]=[CH:4]3)=[O:13])[CH:16]=1)=[O:33]. Yields the product CN(C=1C=C(C(=O)NC=2C=CC(=C(C2)NC(=O)C=2C=C3C=CC=NC3=CC2)C)C=CC1)C (N-[5-(3-dimethylaminobenzamido)-2-methylphenyl]quinoline-6-carboxamide). Isolated yield 24.4%. Procedure details: 6-Quinolinecarboxylic acid (0.173 g) was added to a stirred suspension of N-(3-amino-4-methylphenyl)-3-dimethylaminobenzamide (0.135 g), diisopropylethylamine (0.325 ml), 2-(7-azabenzotriazol-1-yl)-1,1,3,3-tetramethyluronium hexafluorophosphate(V) (0.39 g) in DMF (10 ml) and the resultant mixture was stirred at ambient temperature for 16 hours. The solvent was evaporated and the residue was dissolved in methylene chloride and washed with a saturated aqueous sodium bicarbonate solution, dried ove... Starting materials: N1=CC=CC2=CC(=CC=C12)C(=O)O (6-Quinolinecarboxylic acid), NC=1C=C(C=CC1C)NC(C1=CC(=CC=C1)N(C)C)=O (N-(3-amino-4-methylphenyl)-3-dimethylaminobenzamide), C(C)(C)N(CC)C(C)C (diisopropylethylamine), 2-(7-azabenzotriazol-1-yl)-1,1,3,3-tetramethyluronium hexafluorophosphate(V), resultant mixture. Run in CN(C)C=O (DMF).